The task is: describe an organic reaction: reactants, conditions, products, and yield. This data is from the Open Reaction Database (ORD), a public repository of structured organic reaction records. Starting materials: [OH-].[Na+] (sodium hydroxide), solution, CN (methylamine), aqueous solution, BrC1=C2CCCOC2=C(C=C1S(=O)(=O)Cl)C(=O)O (5-bromo-6-chlorosulphonylchroman-8-carboxylic acid). Run in O (water), O (water), O (water). Run at temperature 0 celsius. Product: BrC1=C2CCCOC2=C(C=C1S(NC)(=O)=O)C(=O)O (5-Bromo-6-methylsulphamoylchroman-8- carboxylic acid). Reaction SMILES: [CH3:1][NH2:2].[Br:3][C:4]1[C:13]([S:14](Cl)(=[O:16])=[O:15])=[CH:12][C:11]([C:18]([OH:20])=[O:19])=[C:10]2[C:5]=1[CH2:6][CH2:7][CH2:8][O:9]2.[OH-].[Na+]>O>[Br:3][C:4]1[C:13]([S:14](=[O:16])(=[O:15])[NH:2][CH3:1])=[CH:12][C:11]([C:18]([OH:20])=[O:19])=[C:10]2[C:5]=1[CH2:6][CH2:7][CH2:8][O:9]2 |f:2.3|. Reported procedure: 70 g of methylamine in a 40% aqueous solution and 70 ml of water were introduced into a 1-liter round-bottomed flask. The contents were cooled to 0° C. and 160 g of 5-bromo-6-chlorosulphonylchroman-8-carboxylic acid were added in 16 g portions, the introduction of each portion of acid being followed by the addition of 18 ml of a solution containing 90 ml of 30% sodium hydroxide in 90 ml of water. The temperature was maintained between 0° and 5° C. during the entire period of introduction and for... Starting materials: ClC=1C=C(C=CC1Cl)CC(=O)O (3,4-dichlorophenyl acetic acid), C(C(=O)Cl)(=O)Cl (oxalyl chloride). The reagents and catalysts are CN(C=O)C (dimethylformamide). Run in ClCCl (dichloromethane), ClCCl (dichloromethane). Run at time 2.5 hour. Yields the product ClC=1C=C(C=CC1Cl)CC(=O)Cl (3,4-Dichlorophenylacetyl chloride). As a reaction SMILES: [Cl:1][C:2]1[CH:3]=[C:4]([CH2:9][C:10]([OH:12])=O)[CH:5]=[CH:6][C:7]=1[Cl:8].C(Cl)(=O)C([Cl:16])=O>ClCCl.CN(C)C=O>[Cl:1][C:2]1[CH:3]=[C:4]([CH2:9][C:10]([Cl:16])=[O:12])[CH:5]=[CH:6][C:7]=1[Cl:8]. Reported procedure: Combine 3,4-dichlorophenyl acetic acid (9 g, 44 mmol) and dichloromethane (100 ml). Add dropwise a solution of oxalyl chloride (30 ml, 2 M, 60 mmol) in dichloromethane. Add dimethylformamide (6 drops). After 2.5 hours, evaporate in vacuo to give a residue, twice had dichloromethane and evaporate in vacuo to give the title compound which is used without further purification. Reactants: CC1=CC(=NC(=C1NC(CC)=O)C)NC(CC)=O (4,6-dimethyl-2,5-bis(propionamido)pyridine), mixture, C(CC)(=O)O (propionic acid), [NH4+].[OH-] (NH4OH), ice. The solvent is polyphosphoric acid. Conditions: temperature 90 celsius, time 1 hour. Product: CC1=CC(=C2C(=N1)N=C(N2)CC)C (5,7-Dimethyl-2-ethylimidazo[ 4,5-b]pyridine). RXN SMILES: C(O)(=O)CC.[NH4+:6].[OH-].[CH3:8][C:9]1[C:14](NC(=O)CC)=[C:13]([CH3:20])[N:12]=[C:11]([NH:21][C:22](=O)[CH2:23][CH3:24])[CH:10]=1>>[CH3:20][C:13]1[N:12]=[C:11]2[N:21]=[C:22]([CH2:23][CH3:24])[NH:6][C:10]2=[C:9]([CH3:8])[CH:14]=1 |f:1.2|. Procedure: To a mixture of 8.44 g of a 55:45 mixture of 2-Amino-3-nitro-4,6-dimethylpyridine and 2-Amino-4,6-dimethyl-5-nitropyridine in MeOH (1.2 L) was added 10% Pd/C (2.4 g). The reaction vessel was evacuated then purged with H2 at 1 atm. and stirred vigorously for 18 hours. Filtration (celite), and concentration gave 6.65 g of a mixture of 2,3-diamino-4,6-dimethylpyridine and 2,5-diamino-4,6-dimethylpyridine as a dark solid. To 5.40 g (39.4 mmol) of this mixture was added propionic acid (8.80 mL, 118 m...